This data is from the Open Reaction Database (ORD), a public repository of structured organic reaction records. The task is: describe an organic reaction: reactants, conditions, products, and yield Reactants: CC=1C(CCC(C1CO)(C)C)=O (2,4,4-trimethyl-3-hydroxymethylcyclohex-2-en-1-one), C(C)(=O)OC(C)=O (acetic anhydride), ice water. Solvent: N1=CC=CC=C1 (pyridine). The product is CC=1C(CCC(C1COC(C)=O)(C)C)=O (2,4,4-trimethyl-3-acetoxymethylcyclohex-2-en-1-one). RXN SMILES: [CH3:1][C:2]1[C:3](=[O:12])[CH2:4][CH2:5][C:6]([CH3:11])([CH3:10])[C:7]=1[CH2:8][OH:9].[C:13](OC(=O)C)(=[O:15])[CH3:14]>N1C=CC=CC=1>[CH3:1][C:2]1[C:3](=[O:12])[CH2:4][CH2:5][C:6]([CH3:11])([CH3:10])[C:7]=1[CH2:8][O:9][C:13](=[O:15])[CH3:14]. Procedure: 47 g (0.28 mole) of 2,4,4-trimethyl-3-hydroxymethylcyclohex-2-en-1-one (IIId) were refluxed with 26.54 g of pyridine and 28.6 g of acetic anhydride for 3 hours. After cooling, the mixture was poured onto 200 ml of ice water and was extracted five times with ether, the combined extracts were washed several times with saturated NaHCO3 solution and dried with sodium sulfate, and the solvent was distilled off under about 20 mbar.